Task: describe an organic reaction: reactants, conditions, products, and yield. Dataset: the Open Reaction Database (ORD), a public repository of structured organic reaction records Starting materials: [F-], [K+], O=C1OC(=O)c2cc([N+](=O)[O-])ccc21. Product: O=C1OC(=O)c2cc(F)ccc21. As a reaction SMILES: [F-:15].[K+:16].[N+:1]([O-:2])(=[O:3])[c:4]1[cH:5][c:6]2[c:7]([cH:13][cH:14]1)[C:8](=[O:9])[O:10][C:11]2=[O:12]>>[c:4]1([F:15])[cH:5][c:6]2[c:7]([cH:13][cH:14]1)[C:8](=[O:9])[O:10][C:11]2=[O:12]. Starting materials: BrC1=C(C=CC=C1)O (2-bromophenol), Cl (HCl), C=O (paraformaldehyde), [Mg+2].[Cl-].[Cl-] (MgCl2). The solvent is C(C)#N (acetonitrile), C(C)N(CC)CC (triethylamine). Run at time 20 minute. Product: BrC=1C(=C(C=O)C=CC1)O (3-bromo-2-hydroxybenzaldehyde). The yield is 15.8%. RXN SMILES: [CH2:1]=[O:2].[Mg+2].[Cl-].[Cl-].[Br:6][C:7]1[CH:12]=[CH:11][CH:10]=[CH:9][C:8]=1[OH:13].Cl>C(#N)C.C(N(CC)CC)C>[Br:6][C:7]1[C:8]([OH:13])=[C:9]([CH:10]=[CH:11][CH:12]=1)[CH:1]=[O:2] |f:1.2.3|. Procedure: To a 500 mL 3-neck round flask, paraformaldehyde (5.96 g, 199 mmol), and 12.60 g of anhydrous MgCl2 (12.60 g, 132 mmol) was added in acetonitrile (300 mL). Then 13.40 g of triethylamine was introduced slowly at room temperature. The mixture was stirred at room temperature for 20 min. 2-bromophenol (11.45 g, 66.2 mmol) was added to the above mixture. Then the reaction mixture was refluxed overnight. Then the mixture was cooled to room temperature, HCl (3N, 150 mL) were added to dilute the mixture...